This data is from the Open Reaction Database (ORD), a public repository of structured organic reaction records. The task is: describe an organic reaction: reactants, conditions, products, and yield Reactants: [H-].[Na+] (sodium hydride), C(C1=CC=CC=C1)=O (benzaldehyde), O (water), C(C)OP(=O)(OCC)CC#N (diethylphosphonoacetonitrile). Solvent: O1CCCC1 (tetrahydrofuran), O1CCCC1 (tetrahydrofuran). Reaction conditions: time 1 hour. Product: C(C=CC1=CC=CC=C1)#N (cinnamonitrile). The yield is 69.0%. Reaction SMILES: [H-].[Na+].C(OP([CH2:11][C:12]#[N:13])(OCC)=O)C.[CH:14](=O)[C:15]1[CH:20]=[CH:19][CH:18]=[CH:17][CH:16]=1.O>O1CCCC1>[C:12](#[N:13])[CH:11]=[CH:14][C:15]1[CH:20]=[CH:19][CH:18]=[CH:17][CH:16]=1 |f:0.1|. Procedure details: Four grams of 60% sodium hydride was suspended in 100 ml tetrahydrofuran, and 17.1 g of diethylphosphonoacetonitrile was added with ice cooling. To the resulting solution, was added dropwise a solution of 10.6 g benzaldehyde in 80 ml tetrahydrofuran, and the mixture was stirred for one hour. After admixing 50 ml water, the organic layer was collected, dried over anhydrous sodium sulfate and concentrated. Distillation of the concentrate under reduced pressure (102°-106° C./6 mmHg) gave 8.9 g yiel...